Dataset: the Open Reaction Database (ORD), a public repository of structured organic reaction records. Task: describe an organic reaction: reactants, conditions, products, and yield Reactants: COC(=O)c1ccc(CN(C)CCN(C)Cc2ccc(Oc3ccc(-c4ncco4)cc3)cc2)cc1, CO, [Na+], [OH-]. Product: CN(CCN(C)Cc1ccc(C(=O)O)cc1)Cc1ccc(Oc2ccc(-c3ncco3)cc2)cc1. As a reaction SMILES: [CH3:1][N:2]([CH2:3][CH2:4][N:5]([CH2:6][c:7]1[cH:8][cH:9][c:10]([O:13][c:14]2[cH:15][cH:16][c:17](-[c:20]3[o:21][cH:22][cH:23][n:24]3)[cH:18][cH:19]2)[cH:11][cH:12]1)[CH3:25])[CH2:26][c:27]1[cH:28][cH:29][c:30]([C:31](=[O:32])[O:33][CH3:34])[cH:35][cH:36]1.[CH3:39][OH:40].[Na+:38].[OH-:37]>>[CH3:1][N:2]([CH2:3][CH2:4][N:5]([CH2:6][c:7]1[cH:8][cH:9][c:10]([O:13][c:14]2[cH:15][cH:16][c:17](-[c:20]3[o:21][cH:22][cH:23][n:24]3)[cH:18][cH:19]2)[cH:11][cH:12]1)[CH3:25])[CH2:26][c:27]1[cH:28][cH:29][c:30]([C:31](=[O:32])[OH:33])[cH:35][cH:36]1. RXN SMILES: [Br:37][CH2:38][CH2:39][C:40](=[O:41])[O:42][CH2:43][CH3:44].[CH3:27][Si:28]([N-:29][Si:30]([CH3:31])([CH3:32])[CH3:33])([CH3:34])[CH3:35].[Cl:1][c:2]1[cH:3][c:4]([CH:9]([C:10]#[N:11])[CH2:12][CH2:13][O:14][Si:15]([CH3:16])([CH3:17])[C:18]([CH3:19])([CH3:20])[CH3:21])[cH:5][cH:6][c:7]1[Cl:8].[Li+:36].[O:22]1[CH2:23][CH2:24][CH2:25][CH2:26]1.[OH2:45]>>[Cl:1][c:2]1[cH:3][c:4]([C:9]([C:10]#[N:11])([CH2:12][CH2:13][O:14][Si:15]([CH3:16])([CH3:17])[C:18]([CH3:19])([CH3:20])[CH3:21])[CH2:38][CH2:39][C:40](=[O:41])[O:42][CH2:43][CH3:44])[cH:5][cH:6][c:7]1[Cl:8]. The reactants are CCOC(=O)CCBr, C[Si](C)(C)[N-][Si](C)(C)C, CC(C)(C)[Si](C)(C)OCCC(C#N)c1ccc(Cl)c(Cl)c1, [Li+], C1CCOC1, O. Yields the product CCOC(=O)CCC(C#N)(CCO[Si](C)(C)C(C)(C)C)c1ccc(Cl)c(Cl)c1. The reactants are O (water), C(CCC)C1C(C2=C(C=CC=C2C1)Cl)=O (2-butyl-7-chloro-1-indanone), O (water), C1(=CC=CC2=CC=CC=C12)B(O)O (1-naphthylboronic acid), C([O-])([O-])=O.[Na+].[Na+] (sodium carbonate). The reagents and catalysts are C(C)(=O)[O-].[Pd+2].C(C)(=O)[O-] (palladium acetate). Run in C(CO)O (ethylene glycol). Run at temperature 125 celsius, time 5 hour. Product: C(CCC)C1C(C2=C(C=CC=C2C1)C1=CC=CC2=CC=CC=C12)=O (2-Butyl-7-(1-naphthyl)-1-indanone). The yield is 86.2%. As a reaction SMILES: [CH2:1]([CH:5]1[CH2:13][C:12]2[C:7](=[C:8](Cl)[CH:9]=[CH:10][CH:11]=2)[C:6]1=[O:15])[CH2:2][CH2:3][CH3:4].[C:16]1(B(O)O)[C:25]2[C:20](=[CH:21][CH:22]=[CH:23][CH:24]=2)[CH:19]=[CH:18][CH:17]=1.C(=O)([O-])[O-].[Na+].[Na+].O>C(O)CO.C([O-])(=O)C.[Pd+2].C([O-])(=O)C>[CH2:1]([CH:5]1[CH2:13][C:12]2[C:7](=[C:8]([C:24]3[C:25]4[C:20](=[CH:19][CH:18]=[CH:17][CH:16]=4)[CH:21]=[CH:22][CH:23]=3)[CH:9]=[CH:10][CH:11]=2)[C:6]1=[O:15])[CH2:2][CH2:3][CH3:4] |f:2.3.4,7.8.9|. Procedure: Using a method similar to Example 16 d), 10.02 g (0.045 mol) of 2-butyl-7-chloro-1-indanone, 10.06 g (0.0585 mol) of 1-naphthylboronic acid and 11.9 g (0.122 mol) of sodium carbonate were placed in 135 ml of ethylene glycol/27 ml of water in the reaction vessel, the mixture was degassed a number of times and saturated with argon. After addition of 5 mg (0.022 mmol) of palladium acetate and 0.051 g (0.09 mmol) of TMSPP, the reaction mixture was stirred for 5 hours at 125° C. After addition of 120... Reactants: C(Cl)Cl.CO (CH2Cl2 MeOH), N1N=NN=C1C1=C(C=CC=C1)C1=CC=C(C=C1)CN(C(CCCC)=O)CC(C(=O)OCC)(CC)CC (ethyl N-[(2'-(1H-tetrazol-5-yl)biphenyl-4-yl)methyl]-N-valeryl-2-aminomethyl-2-ethylbutyrate), Cl (hydrochloric acid), [OH-].[Na+] (NaOH). Solvent: C(C)O (ethanol). The product is C(=O)(O)C(CN(CC1=CC=C(C=C1)C1=C(C=CC=C1)C1=NN=NN1)C(CCCC)=O)(CC)CC (N-(2-Carboxy-2-ethyl-but-1-yl)-N-pentanoyl-N-[2'-(1H-tetrazol-5-yl)biphenyl-4-ylmethyl]-amine). RXN SMILES: [NH:1]1[C:5]([C:6]2[CH:11]=[CH:10][CH:9]=[CH:8][C:7]=2[C:12]2[CH:17]=[CH:16][C:15]([CH2:18][N:19]([CH2:26][C:27]([CH2:35][CH3:36])([CH2:33][CH3:34])[C:28]([O:30]CC)=[O:29])[C:20](=[O:25])[CH2:21][CH2:22][CH2:23][CH3:24])=[CH:14][CH:13]=2)=[N:4][N:3]=[N:2]1.[OH-].[Na+].Cl.C(Cl)Cl.CO>C(O)C>[C:28]([C:27]([CH2:35][CH3:36])([CH2:33][CH3:34])[CH2:26][N:19]([C:20](=[O:25])[CH2:21][CH2:22][CH2:23][CH3:24])[CH2:18][C:15]1[CH:14]=[CH:13][C:12]([C:7]2[CH:8]=[CH:9][CH:10]=[CH:11][C:6]=2[C:5]2[NH:1][N:2]=[N:3][N:4]=2)=[CH:17][CH:16]=1)([OH:30])=[O:29] |f:1.2,4.5|. Procedure details: 1.146 g of ethyl N-[(2'-(1H-tetrazol-5-yl)biphenyl-4-yl)methyl]-N-valeryl-2-aminomethyl-2-ethylbutyrate are dissolved in 10 ml of ethanol, treated with 4.66 ml of 2N NaOH solution and heated to reflux for 20 hours. After cooling to room temperature and addition of 4.66 ml of 2N hydrochloric acid, the mixture is evaporated. The product is isolated by chromatography on silica gel 60 (40-63 μm) using CH2Cl2 -MeOH 80:20, Rf =0.38 (system N8). MS (FAB):m/e 486 (M+ +Na), 502 (M+ +K). Reactants: O (water), BrC=1C(=NC(=NC1)Cl)Cl (5-bromo-2,4-dichloropyrimidine), O.O.O.O.C(=O)([O-])C(O)C(O)C(=O)[O-].[Na+].[K+] (potassium sodium tartrate tetrahydrate), C[Al](C)C (trimethyl aluminum), tetrakis(triphenyl)phosphine. Solvent: O1CCCC1 (tetrahydrofuran), CCCCCC (n-hexane). Yields the product BrC=1C(=NC(=NC1)Cl)C (5-Bromo-2-chloro-4-methylpyrimidine). Isolated yield 35.1%. Reaction SMILES: [Br:1][C:2]1[C:3](Cl)=[N:4][C:5]([Cl:8])=[N:6][CH:7]=1.[CH3:10][Al](C)C.O.O.O.O.O.C(C(C(C([O-])=O)O)O)([O-])=O.[Na+].[K+]>O1CCCC1.CCCCCC>[Br:1][C:2]1[C:3]([CH3:10])=[N:4][C:5]([Cl:8])=[N:6][CH:7]=1 |f:3.4.5.6.7.8.9|. Procedure details: 5 g of 5-bromo-2,4-dichloropyrimidine was dissolved in 70 mL of tetrahydrofuran, and under stirring at room temperature, 15.8 g of trimethyl aluminum in 15% n-hexane and 1.77 g of tetrakis(triphenyl)phosphine were added, and stirred at 80° C., under nitrogen atmosphere for 7 hours. Under ice cooling, 70 mL of water was added little by little, followed by 46 g of potassium sodium tartrate tetrahydrate, and stirred at room temperature for 1 hour. Then the solution was extracted twice with ethyl ac... Reactants: [H-].[Na+] (sodium hydride), C(=O)(OC(C)(C)C)N1CC2=C(NC=3C=CC=CC23)CC1 (N-boc-2,3,4,5-tetrahydro-1H-pyrido[4,3-b]indole), BrCC(=O)OC (methyl bromoacetate). The solvent is CN(C)C=O (DMF), CN(C)C=O (DMF). Reaction conditions: time 30 minute. The product is COC(=O)CN1C2=C(C=3C=CC=CC13)CN(CC2)C(=O)OC(C)(C)C (tert-butyl 5-methoxycarbonylmethyl-1,3,4,5-tetrahydro-2H-pyrido[4,3-b]indole-2-carboxylate). Reaction SMILES: [C:1]([N:8]1[CH2:20][CH2:19][C:11]2[NH:12][C:13]3[CH:14]=[CH:15][CH:16]=[CH:17][C:18]=3[C:10]=2[CH2:9]1)([O:3][C:4]([CH3:7])([CH3:6])[CH3:5])=[O:2].[H-].[Na+].Br[CH2:24][C:25]([O:27][CH3:28])=[O:26]>CN(C=O)C>[CH3:28][O:27][C:25]([CH2:24][N:12]1[C:13]2[CH:14]=[CH:15][CH:16]=[CH:17][C:18]=2[C:10]2[CH2:9][N:8]([C:1]([O:3][C:4]([CH3:7])([CH3:6])[CH3:5])=[O:2])[CH2:20][CH2:19][C:11]1=2)=[O:26] |f:1.2|. Procedure: N-boc-2,3,4,5-tetrahydro-1H-pyrido[4,3-b]indole (450 mg, 1.65 mmol) was dissolved in DMF (7 mL) and stirred at room temperature. The vessel was flushed with argon and sodium hydride (67.0 mg, 1.65 mmol) was added. After 30 minutes, methyl bromoacetate (253 mg, 1.65 mmol) in DMF (2 mL) was added and the mixture stirred overnight. The solvent was removed in vacuo and the residue partitioned between brine (20 mL) and ethyl acetate (2×40 mL). Combined organics were dried (sodium sulphate), concentra... Starting materials: [Cl-].[NH4+] (ammonium chloride), cuprous iodide, C(C#C)O (propargyl alcohol), C(C)(C)(C)OC(CCC1=CC(=CC=C1)Br)=O (3-(3-bromophenyl)propionic acid tert-butyl ester). The reagents and catalysts are C=1C=CC(=CC1)[P](C=2C=CC=CC2)(C=3C=CC=CC3)[Pd]([P](C=4C=CC=CC4)(C=5C=CC=CC5)C=6C=CC=CC6)([P](C=7C=CC=CC7)(C=8C=CC=CC8)C=9C=CC=CC9)[P](C=1C=CC=CC1)(C=1C=CC=CC1)C=1C=CC=CC1 (Tetrakis(triphenylphosphine)palladium(0)). Run in N1CCCC1 (pyrrolidine). Reaction conditions: temperature 77.5 celsius. Yields the product C(C)(C)(C)OC(CCC1=CC(=CC=C1)C#CCO)=O (3-[3-(3-hydroxyprop-1-ynyl)phenyl]propionic acid tert-butyl ester). Isolated yield 16.4%. RXN SMILES: [CH2:1]([OH:4])[C:2]#[CH:3].[C:5]([O:9][C:10](=[O:20])[CH2:11][CH2:12][C:13]1[CH:18]=[CH:17][CH:16]=[C:15](Br)[CH:14]=1)([CH3:8])([CH3:7])[CH3:6].[Cl-].[NH4+]>N1CCCC1.C1C=CC([P]([Pd]([P](C2C=CC=CC=2)(C2C=CC=CC=2)C2C=CC=CC=2)([P](C2C=CC=CC=2)(C2C=CC=CC=2)C2C=CC=CC=2)[P](C2C=CC=CC=2)(C2C=CC=CC=2)C2C=CC=CC=2)(C2C=CC=CC=2)C2C=CC=CC=2)=CC=1>[C:5]([O:9][C:10](=[O:20])[CH2:11][CH2:12][C:13]1[CH:18]=[CH:17][CH:16]=[C:15]([C:3]#[C:2][CH2:1][OH:4])[CH:14]=1)([CH3:8])([CH3:7])[CH3:6] |f:2.3,^1:31,33,52,71|. Procedure details: Tetrakis(triphenylphosphine)palladium(0) (0.41 g, 0.14 mmol), cuprous iodide (0.5 g, 0.25 mmol), and propargyl alcohol (0.29 mL, 4.91 mmol) were added to a solution of 3-(3-bromophenyl)propionic acid tert-butyl ester (2.13 g, 7.08 mmol) in pyrrolidine (8 mL) under an argon atmosphere at room temperature. The mixture was heated at 75-80° C. for 5 hours. After cooling to room temperature, saturated ammonium chloride was added and the mixture was extracted with diethyl ether. The extract was washed... Reactants: FC1=C2C=NN(C2=CC(=C1)F)C (4,6-Difluoro-1-methyl-1H-indazole), ClC=1C=CC=2N(N1)C(=CN2)C=O (6-chloroimidazo[1,2-b]pyridazine-3-carbaldehyde), ClC=1C=CC=2N(N1)C(=CN2)C(C)(O)C=2C(=C1C=NN(C1=CC2F)C)F (1-(6-Chloro-imidazo[1,2-b]pyridazin-3-yl)-1-(4,6-difluoro-1-methyl-1H-indazol-5-yl)-ethanol). Yields the product ClC=1C=CC=2N(N1)C(=CN2)C(O)C=2C(=C1C=NN(C1=CC2F)C)F ((6-Chloroimidazo[1,2-b]pyridazin-3-yl)(4,6-difluoro-1-methyl-1H-indazol-5-yl)methanol). Isolated yield 41.0%. Reaction SMILES: FC1C=C(F)C=C2C=1C=NN2C.ClC1C=CC2N(C(C=O)=CN=2)N=1.[Cl:25][C:26]1[CH:27]=[CH:28][C:29]2[N:30]([C:32]([C:35]([C:38]3[C:39]([F:49])=[C:40]4[C:44](=[CH:45][C:46]=3[F:47])[N:43]([CH3:48])[N:42]=[CH:41]4)([OH:37])C)=[CH:33][N:34]=2)[N:31]=1>>[Cl:25][C:26]1[CH:27]=[CH:28][C:29]2[N:30]([C:32]([CH:35]([C:38]3[C:39]([F:49])=[C:40]4[C:44](=[CH:45][C:46]=3[F:47])[N:43]([CH3:48])[N:42]=[CH:41]4)[OH:37])=[CH:33][N:34]=2)[N:31]=1. Procedure details: The title compound as a yellow solid (60 mg, 0.172 mmol, 41%) was synthesized from intermediate 4,6-Difluoro-1-methyl-1H-indazole (70 mg, 0.416 mmol) and 6-chloroimidazo[1,2-b]pyridazine-3-carbaldehyde (76 mg, 0.416 mmol) using the same procedure as described in the synthesis of compound 31.1. 1H-NMR (400 MHz, MeOH-d4) δ ppm 8.08 (s, 1H), 8.03 (d, 1H), 7.85 (s, 1H), 7.26 (q, 2H), 6.76 (s, 1H), 4.03 (s, 3H). LCMS (method B): [MH]+=349.9, tR=2.12 min. Starting materials: CCC=C.C/C=C/C (Indopol H-100), C1(\C=C/C(=O)O1)=O (maleic anhydride). Solvent: CCCCCCC (heptane). Conditions: temperature 80 celsius. Product: CC(=C)CC1CC(=O)OC1=O (Polyisobutenylsuccinic Anhydride). As a reaction SMILES: [CH3:1][CH2:2][CH:3]=[CH2:4].[CH3:5]/C=C/C.[C:9]1(=[O:15])[O:14][C:12](=[O:13])[CH:11]=C1>CCCCCCC>[CH3:4][C:3]([CH2:2][CH:1]1[C:9](=[O:15])[O:14][C:12](=[O:13])[CH2:11]1)=[CH2:5] |f:0.1|. Procedure: A mixture of 92.0 g (0.1 mole) of polyisobutene (Indopol H-100 ac. m. wt. 920) and 19.6 g. (0.2 mole) of maleic anhydride is heated at 205°-210° C. for 24 hours. During the first 2 hours of heating, the temperature remains at about 205° C., thereafter the heating range is 205°-210° C. The reaction mixture is allowed to cool to about 80° C. before the addition of 150 ml. of heptane and, after stirring well, is filtered. The filtrate is stripped at about 55° C. and 10 mm. pressure and finally at 1... Starting materials: OC1=C(C(N2CCOC=3C2=C1C=C(C3)[N+](=O)[O-])=O)C(=O)N3CCC1=CC=CC=C31 (2,3-dihydro-7-hydroxy-9-nitro-6-(1-indolinylcarbonyl)-5-oxo-5H-pyrido[1,2,3-de]-1,4-benzoxazine), C(C)(=O)OC(C)=O (acetic anhydride). Run in N1=CC=CC=C1 (pyridine). Reaction conditions: time 1 hour. The product is C(C)(=O)OC1=C(C(N2CCOC=3C2=C1C=C(C3)N)=O)C(=O)N3CCC1=CC=CC=C31 (2,3-dihydro-7-acetoxy-9-amino-6-(1-indolinylcarbonyl)-5-oxo-5H-pyrido[1,2,3-de]-1,4-benzoxazine). Yield: 61.1%. Reaction SMILES: [OH:1][C:2]1[C:11]2[CH:12]=[C:13]([N+:15]([O-])=O)[CH:14]=[C:9]3[C:10]=2[N:5]([CH2:6][CH2:7][O:8]3)[C:4](=[O:18])[C:3]=1[C:19]([N:21]1[C:29]2[C:24](=[CH:25][CH:26]=[CH:27][CH:28]=2)[CH2:23][CH2:22]1)=[O:20].[C:30](OC(=O)C)(=[O:32])[CH3:31]>N1C=CC=CC=1>[C:30]([O:1][C:2]1[C:11]2[CH:12]=[C:13]([NH2:15])[CH:14]=[C:9]3[C:10]=2[N:5]([CH2:6][CH2:7][O:8]3)[C:4](=[O:18])[C:3]=1[C:19]([N:21]1[C:29]2[C:24](=[CH:25][CH:26]=[CH:27][CH:28]=2)[CH2:23][CH2:22]1)=[O:20])(=[O:32])[CH3:31]. Procedure details: A mixture of 2,3-dihydro-7-hydroxy-9-nitro-6-(1-indolinylcarbonyl)-5-oxo-5H-pyrido[1,2,3-de]-1,4-benzoxazine (2.7 g) and acetic anhydride (0.79 g) in pyridine (4 ml) was stirred at room temperature for 1 hour. The mixture was concentrated in vacuo. The residue containing 2,3-dihydro-7-acetoxy-9-nitro-6-(1-indolinylcarbonyl)-5-oxo-5H-pyrido[1,2,3-de]-1,4-benzoxazine was reduced catalytically in a similar manner to that of Example 22 to give crystals of 2,3-dihydro-7-acetoxy-9-amino-6-(1-indolinyl...